This data is from the Open Reaction Database (ORD), a public repository of structured organic reaction records. The task is: describe an organic reaction: reactants, conditions, products, and yield Reactants: BrC=1C=C2CCN(C2=CC1)C1=C(C=CC=C1)NC(=O)N1CCN(CC1)C (N-[2-(5-bromo-1-indolinyl)phenyl]-4-methyl-1-piperazinecarboxamide). The solvent is P(=O)(Cl)(Cl)Cl (phosphorous oxychloride). Yields the product BrC=1C=C2C3=C(C(=NC4=C(N3CC2)C=CC=C4)N4CCN(CC4)C)C1 (4-Bromo-6-(4-methyl-1-piperazinyl)-1,2-dihydrobenzo[b]pyrrolo-[3,2,1-jk][1,4]benzodiazepine). Isolated yield 52.2%. RXN SMILES: [Br:1][C:2]1[CH:3]=[C:4]2[C:8](=[CH:9][CH:10]=1)[N:7]([C:11]1[CH:16]=[CH:15][CH:14]=[CH:13][C:12]=1[NH:17][C:18]([N:20]1[CH2:25][CH2:24][N:23]([CH3:26])[CH2:22][CH2:21]1)=O)[CH2:6][CH2:5]2>P(Cl)(Cl)(Cl)=O>[Br:1][C:2]1[CH:3]=[C:4]2[CH2:5][CH2:6][N:7]3[C:8]2=[C:9]([CH:10]=1)[C:18]([N:20]1[CH2:25][CH2:24][N:23]([CH3:26])[CH2:22][CH2:21]1)=[N:17][C:12]1[CH:13]=[CH:14][CH:15]=[CH:16][C:11]=13. Reported procedure: A mixture of N-[2-(5-bromo-1-indolinyl)phenyl]-4-methyl-1-piperazinecarboxamide (11.5 g, 27.5 mmoles) and 750 ml of phosphorous oxychloride was stirred until a solution was obtained and then heated under reflux for 40 minutes. The reaction mixture was cooled. Excess phosphorous oxychloride was removed by evaporation at 50-55° C. The residue was dried for 30 minutes under vacuum. Ice-chilled 2N sodium hydroxide solution (250 ml) and dichloromethane (350 ml) were added to the residue at 4° C. (ice... Reported procedure: 1-(3-Furyl)-1-(2,4-dimethyl-5-oxazolyl)ethanol (2g) in dry N,N-dimethylformamide (15 ml) was added to a stirred suspension of sodium hydride (80%, 300 mg) in dry N,N-dimethylformamide (10 ml) at 0° C. After 20 minutes, methyl iodide (1.5 g) was added dropwise. The mixture was allowed to warm to room temperature and after 30 minutes aqueous sodium hydrogen carbonate was added. The reactants are O1C=C(C=C1)C(C)(O)C1=C(N=C(O1)C)C (1-(3-Furyl)-1-(2,4-dimethyl-5-oxazolyl)ethanol), [H-].[Na+] (sodium hydride), C(O)([O-])=O.[Na+] (sodium hydrogen carbonate), CI (methyl iodide). Conditions: time 20 minute. Solvent: CN(C=O)C (N,N-dimethylformamide), CN(C=O)C (N,N-dimethylformamide). Yields the product COC(C)(C1=COC=C1)C1=C(N=C(O1)C)C (1-(2,4-Dimethyl-5-oxazolyl)-1-(3-furyl)ethyl Methyl Ether). Reaction SMILES: [O:1]1[CH:5]=[CH:4][C:3]([C:6]([C:9]2[O:13][C:12]([CH3:14])=[N:11][C:10]=2[CH3:15])([OH:8])[CH3:7])=[CH:2]1.[H-].[Na+].CI.[C:20](=O)([O-])O.[Na+]>CN(C)C=O>[CH3:20][O:8][C:6]([C:9]1[O:13][C:12]([CH3:14])=[N:11][C:10]=1[CH3:15])([C:3]1[CH:4]=[CH:5][O:1][CH:2]=1)[CH3:7] |f:1.2,4.5|. Product: CCC(Oc1ccc(-c2ccc(C(F)(F)F)cc2)cc1)c1ccc(C(=O)NCCC(=O)O)cc1. Reactants: CCC(Oc1ccc(-c2ccc(C(F)(F)F)cc2)cc1)c1ccc(C(=O)NCCC(=O)OC)cc1, CO, [Na+], [OH-]. As a reaction SMILES: [CH3:1][O:2][C:3]([CH2:4][CH2:5][NH:6][C:7]([c:8]1[cH:9][cH:10][c:11]([CH:14]([CH2:15][CH3:16])[O:17][c:18]2[cH:19][cH:20][c:21](-[c:24]3[cH:25][cH:26][c:27]([C:30]([F:31])([F:32])[F:33])[cH:28][cH:29]3)[cH:22][cH:23]2)[cH:12][cH:13]1)=[O:34])=[O:35].[CH3:38][OH:39].[Na+:37].[OH-:36]>>[O:2]=[C:3]([CH2:4][CH2:5][NH:6][C:7]([c:8]1[cH:9][cH:10][c:11]([CH:14]([CH2:15][CH3:16])[O:17][c:18]2[cH:19][cH:20][c:21](-[c:24]3[cH:25][cH:26][c:27]([C:30]([F:31])([F:32])[F:33])[cH:28][cH:29]3)[cH:22][cH:23]2)[cH:12][cH:13]1)=[O:34])[OH:35].